From a dataset of the Open Reaction Database (ORD), a public repository of structured organic reaction records. describe an organic reaction: reactants, conditions, products, and yield Starting materials: CCOC(=O)CSCc1ccc(C)cc1, CCO, FC(F)(F)c1ccc(CCl)cc1, CCOC(=O)CS. The product is CCOC(=O)CSCc1ccc(C(F)(F)F)cc1. As a reaction SMILES: [CH3:1][c:2]1[cH:3][cH:4][c:5]([CH2:6][S:7][CH2:8][C:9](=[O:10])[O:11][CH2:12][CH3:13])[cH:14][cH:15]1.[CH3:35][CH2:36][OH:37].[Cl:16][CH2:17][c:18]1[cH:19][cH:20][c:21]([C:24]([F:25])([F:26])[F:27])[cH:22][cH:23]1.[SH:28][CH2:29][C:30]([O:31][CH2:32][CH3:33])=[O:34]>>[S:7]([CH2:8][C:9](=[O:10])[O:11][CH2:12][CH3:13])[CH2:17][c:18]1[cH:19][cH:20][c:21]([C:24]([F:25])([F:26])[F:27])[cH:22][cH:23]1. The reactants are BrCc1ccccc1, [H-], [Na+], CN(C)C=O, COC(=O)C(C)(C)CO. Yields the product COC(=O)C(C)(C)COCc1ccccc1. As a reaction SMILES: [Br:12][CH2:13][c:14]1[cH:15][cH:16][cH:17][cH:18][cH:19]1.[H-:11].[Na+:10].[O:20]=[CH:21][N:22]([CH3:23])[CH3:24].[OH:1][CH2:2][C:3]([C:4](=[O:5])[O:6][CH3:7])([CH3:8])[CH3:9]>>[O:1]([CH2:2][C:3]([C:4](=[O:5])[O:6][CH3:7])([CH3:8])[CH3:9])[CH2:13][c:14]1[cH:15][cH:16][cH:17][cH:18][cH:19]1. Starting materials: ClC=1C=CC(=C(CC2(CNC(CN(C2=O)C(=O)NC(CC)C=2C=C(C(=O)OCC3=CC=CC=C3)C=CC2)=O)F)C1)OC (benzyl 3-[1-({[6-(5-chloro-2-methoxybenzyl)-6-fluoro-3,7-dioxo-1,4-diazepan-1-yl]carbonyl}amino)propyl]benzoate). The reagents and catalysts are [Pt]=O (platinum oxide). Solvent: O1CCCC1 (tetrahydrofuran). Reaction conditions: time 1.5 hour. The product is ClC=1C=CC(=C(CC2(CNC(CN(C2=O)C(=O)NC(CC)C=2C=C(C(=O)O)C=CC2)=O)F)C1)OC (3-[1-({[6-(5-chloro-2-methoxybenzyl)-6-fluoro-3,7-dioxo-1,4-diazepan-1-yl]carbonyl}amino)propyl]benzoic Acid). Yield: 54.8%. RXN SMILES: [Cl:1][C:2]1[CH:3]=[CH:4][C:5]([O:41][CH3:42])=[C:6]([CH:40]=1)[CH2:7][C:8]1([F:39])[C:14](=[O:15])[N:13]([C:16]([NH:18][CH:19]([C:22]2[CH:23]=[C:24]([CH:35]=[CH:36][CH:37]=2)[C:25]([O:27]CC2C=CC=CC=2)=[O:26])[CH2:20][CH3:21])=[O:17])[CH2:12][C:11](=[O:38])[NH:10][CH2:9]1>O1CCCC1.[Pt]=O>[Cl:1][C:2]1[CH:3]=[CH:4][C:5]([O:41][CH3:42])=[C:6]([CH:40]=1)[CH2:7][C:8]1([F:39])[C:14](=[O:15])[N:13]([C:16]([NH:18][CH:19]([C:22]2[CH:23]=[C:24]([CH:35]=[CH:36][CH:37]=2)[C:25]([OH:27])=[O:26])[CH2:20][CH3:21])=[O:17])[CH2:12][C:11](=[O:38])[NH:10][CH2:9]1. Procedure: (Step 4) To the obtained benzyl 3-[1-({[6-(5-chloro-2-methoxybenzyl)-6-fluoro-3,7-dioxo-1,4-diazepan-1-yl]carbonyl}amino)propyl]benzoate (20 mg) in tetrahydrofuran (1 ml) solution, platinum oxide (6 mg) was added and the mixture was stirred under hydrogen atmosphere at room temperature for 1.5 hours. Next, the catalyst was filtered out. and the filtrate was concentrated. The residue was purified by silica gel column chromatography (chloroform/ethyl acetate/methanol/acetic acid=8/8/1/0.1) to obta... Starting materials: CN(C)C=O, COC=C1C(=O)NC(=O)c2ccc(I)cc21, NCc1ccc(-c2ccccc2)c(O)c1. The product is O=C1NC(=O)c2ccc(I)cc2C1=CNCc1ccc(-c2ccccc2)c(O)c1. Reaction SMILES: [CH3:32][N:33]([CH3:34])[CH:35]=[O:36].[I:16][c:17]1[cH:18][c:19]2[c:24]([cH:25][cH:26]1)[C:23](=[O:27])[NH:22][C:21](=[O:28])[C:20]2=[CH:29][O:30][CH3:31].[NH2:1][CH2:2][c:3]1[cH:4][c:5]([OH:15])[c:6](-[c:9]2[cH:10][cH:11][cH:12][cH:13][cH:14]2)[cH:7][cH:8]1>>[NH:1]([CH2:2][c:3]1[cH:4][c:5]([OH:15])[c:6](-[c:9]2[cH:10][cH:11][cH:12][cH:13][cH:14]2)[cH:7][cH:8]1)[CH:29]=[C:20]1[c:19]2[cH:18][c:17]([I:16])[cH:26][cH:25][c:24]2[C:23](=[O:27])[NH:22][C:21]1=[O:28]. Reactants: ClCCCl, CC1(C)C(=O)CC(c2cc(F)cc(F)c2)N(CC(=O)O)C1=O, Nc1ccc2c(c1)CC1(C2)C(=O)Nc2ncccc21, CN(C)C=O, On1nnc2ccccc21. Product: CC1(C)C(=O)CC(c2cc(F)cc(F)c2)N(CC(=O)Nc2ccc3c(c2)CC2(C3)C(=O)Nc3ncccc32)C1=O. RXN SMILES: [CH2:52]([Cl:53])[CH2:54][Cl:55].[F:1][c:2]1[cH:3][c:4]([CH:9]2[CH2:10][C:11](=[O:22])[C:12]([CH3:20])([CH3:21])[C:13](=[O:19])[N:14]2[CH2:15][C:16](=[O:17])[OH:18])[cH:5][c:6]([F:8])[cH:7]1.[NH2:23][c:24]1[cH:25][c:26]2[c:30]([cH:31][cH:32]1)[CH2:29][C:28]1([CH2:27]2)[C:33](=[O:41])[NH:34][c:35]2[n:36][cH:37][cH:38][cH:39][c:40]21.[O:56]=[CH:57][N:58]([CH3:59])[CH3:60].[OH:42][n:43]1[c:44]2[c:45]([cH:46][cH:47][cH:48][cH:49]2)[n:50][n:51]1>>[F:1][c:2]1[cH:3][c:4]([CH:9]2[CH2:10][C:11](=[O:22])[C:12]([CH3:20])([CH3:21])[C:13](=[O:19])[N:14]2[CH2:15][C:16](=[O:17])[NH:23][c:24]2[cH:25][c:26]3[c:30]([cH:31][cH:32]2)[CH2:29][C:28]2([CH2:27]3)[C:33](=[O:41])[NH:34][c:35]3[n:36][cH:37][cH:38][cH:39][c:40]32)[cH:5][c:6]([F:8])[cH:7]1. The reactants are Cl.CC([C@@H](C(=O)O)NC(=O)NC1=CC(=NC2=CC=CC=C12)C)C ((S)-3-methyl-2-[3-(2-methyl-quinolin-4-yl)-ureido]-butyric acid hydrochloride), C(C1=CC=CC=C1)C1CCNCC1 (4-benzylpiperidine), C=1C=CC2=C(C1)N=NN2O (HOBt), TEA, C(CCl)Cl (EDC). Run in CN(C)C=O (DMF). Reaction conditions: time 15 hour. Product: C(C1=CC=CC=C1)C1CCN(CC1)C(=O)[C@H](C(C)C)NC(=O)NC1=CC(=NC2=CC=CC=C12)C (1-[(S)-1-(4-Benzyl-piperidine-1-carbonyl)-2-methyl-propyl]-3-(2-methyl-quinolin-4-yl)-urea). RXN SMILES: Cl.[CH3:2][CH:3]([CH3:23])[C@H:4]([NH:8][C:9]([NH:11][C:12]1[C:21]2[C:16](=[CH:17][CH:18]=[CH:19][CH:20]=2)[N:15]=[C:14]([CH3:22])[CH:13]=1)=[O:10])[C:5]([OH:7])=O.[CH2:24]([CH:31]1[CH2:36][CH2:35][NH:34][CH2:33][CH2:32]1)[C:25]1[CH:30]=[CH:29][CH:28]=[CH:27][CH:26]=1.C1C=CC2N(O)N=NC=2C=1.C(Cl)CCl>CN(C=O)C>[CH2:24]([CH:31]1[CH2:36][CH2:35][N:34]([C:5]([C@@H:4]([NH:8][C:9]([NH:11][C:12]2[C:21]3[C:16](=[CH:17][CH:18]=[CH:19][CH:20]=3)[N:15]=[C:14]([CH3:22])[CH:13]=2)=[O:10])[CH:3]([CH3:2])[CH3:23])=[O:7])[CH2:33][CH2:32]1)[C:25]1[CH:30]=[CH:29][CH:28]=[CH:27][CH:26]=1 |f:0.1|. Procedure: To a solution of (S)-3-methyl-2-[3-(2-methyl-quinolin-4-yl)-ureido]-butyric acid hydrochloride (337.8 mg, 1 mmol), 4-benzylpiperidine (175.3 mg, 1 mmol), HOBt (183 mg, 1.2 mmol) and TEA (0.35 mL, 2.5 mmol) in DMF (10 mL) is added EDC (230.0 mg, 1.2 mmol). The mixture is stirred for 15 h at room temperature and then quenched with sat. aqueous Na2CO3 (30 mL). The aqueous phase is extracted with CH2Cl2 (3×20 mL). The combined extracts are dried (Na2SO4), filtered and evaporated. The residue is puri... The solvent is CO (methanol). The reactants are ClC=1C=C(C=CC1OCCN(CC)CC)[N+](=O)[O-] (3-chloro-4-(2-diethylaminoethoxy)nitrobenzene). Procedure: 41.0 g (150 mmol) of 3-chloro-4-(2-diethylaminoethoxy)nitrobenzene (IV.1.a) is dissolved in 250 mL of methanol and hydrogenated for 5 hours at ambient temperature at a pressure of 50 psi with hydrogen and 4.0 g of Raney nickel as catalyst. Then the catalyst is filtered off and the solvent is eliminated. The residue is recrystallized from petroleum ether and dried in vacuo. Yield: 33.0 g (91% of theory); Rf value: 0.40 (silica gel, methylene chloride/methanol/ammonia=9:1:0.01); C12H19ClN2O; EII m... RXN SMILES: [Cl:1][C:2]1[CH:3]=[C:4]([N+:16]([O-])=O)[CH:5]=[CH:6][C:7]=1[O:8][CH2:9][CH2:10][N:11]([CH2:14][CH3:15])[CH2:12][CH3:13]>CO.[H][H].[Ni]>[Cl:1][C:2]1[CH:3]=[C:4]([NH2:16])[CH:5]=[CH:6][C:7]=1[O:8][CH2:9][CH2:10][N:11]([CH2:14][CH3:15])[CH2:12][CH3:13]. The reagents and catalysts are [H][H] (hydrogen), [Ni] (Raney nickel). The product is ClC=1C=C(C=CC1OCCN(CC)CC)N (3-chloro-4-(2-diethylaminoethoxy)phenylamine). Starting materials: CC=1C(=NC=CC1)N(C(C1=CC=C(C=C1)C=1C=NN2C1N=CC=C2)=O)[C@H]2CN(CCC2)C(=O)OC(C)(C)C ((R)-tert-butyl 3-(N-(3-methylpyridin-2-yl)-4-(pyrazolo[1,5-a]pyrimidin-3-yl)benzamido)piperidine-1-carboxylate), CC=1C(=NC=CC1)N(C(C1=CC=C(C=C1)C=1C=NN2C1N=CC=C2)=O)[C@H]2CN(CCC2)C(=O)OC(C)(C)C ((R)-tert-butyl 3-(N-(3-methylpyridin-2-yl)-4-(pyrazolo[1,5-a]pyrimidin-3-yl)benzamido)piperidine-1-carboxylate), Cl.O1CCOCC1 (HCl 1,4-dioxane). The solvent is O1CCOCC1 (1,4-dioxane). Reaction conditions: time 3 hour. The product is Cl.CC=1C(=NC=CC1)N(C(C1=CC=C(C=C1)C=1C=NN2C1N=CC=C2)=O)[C@H]2CNCCC2 (N-(3-methylpyridin-2-yl)-N-[(3R)-piperidin-3-yl]-4-(pyrazolo[1,5-a]pyrimidin-3-yl)benzamide hydrochloride). Reaction SMILES: [CH3:1][C:2]1[C:3]([N:8]([C@@H:26]2[CH2:31][CH2:30][CH2:29][N:28](C(OC(C)(C)C)=O)[CH2:27]2)[C:9](=[O:25])[C:10]2[CH:15]=[CH:14][C:13]([C:16]3[CH:17]=[N:18][N:19]4[CH:24]=[CH:23][CH:22]=[N:21][C:20]=34)=[CH:12][CH:11]=2)=[N:4][CH:5]=[CH:6][CH:7]=1.[ClH:39].O1CCOCC1>O1CCOCC1>[ClH:39].[CH3:1][C:2]1[C:3]([N:8]([C@@H:26]2[CH2:31][CH2:30][CH2:29][NH:28][CH2:27]2)[C:9](=[O:25])[C:10]2[CH:15]=[CH:14][C:13]([C:16]3[CH:17]=[N:18][N:19]4[CH:24]=[CH:23][CH:22]=[N:21][C:20]=34)=[CH:12][CH:11]=2)=[N:4][CH:5]=[CH:6][CH:7]=1 |f:1.2,4.5|. Procedure: To a solution of the compound from Step 2 (R)-tert-butyl 3-(N-(3-methylpyridin-2-yl)-4-(pyrazolo[1,5-a]pyrimidin-3-yl)benzamido)piperidine-1-carboxylate (737 mg, 1.44 mmol) in 1,4-dioxane (10 mL) was added HCl/1,4-dioxane (7.2 mL of 4 M, 28.8 mmol) dropwise at 0° C. The reaction was stirred at room temperature for 3 h. The resulting mixture was concentrated under reduced pressure. The crude product was purified by preparatory HPLC to deliver the hydrochloride salt of the title compound (325 mg, ... Starting materials: CC(C)(C)OC(=O)N1CCC2(CC1)c1ccccc1CS2=O, CCOCC, CC(C)O, Cl, C1COCCO1. The product is O=S1Cc2ccccc2C12CCNCC2. Reaction SMILES: [C:1]([O:2][C:3](=[O:4])[N:8]1[CH2:9][CH2:10][C:11]2([S:12](=[O:20])[CH2:13][c:14]3[c:15]2[cH:16][cH:17][cH:18][cH:19]3)[CH2:21][CH2:22]1)([CH3:5])([CH3:6])[CH3:7].[CH3:24][CH2:25][O:26][CH2:27][CH3:28].[CH3:29][CH:30]([OH:31])[CH3:32].[ClH:23].[O:33]1[CH2:34][CH2:35][O:36][CH2:37][CH2:38]1>>[NH:8]1[CH2:9][CH2:10][C:11]2([S:12](=[O:20])[CH2:13][c:14]3[c:15]2[cH:16][cH:17][cH:18][cH:19]3)[CH2:21][CH2:22]1. Starting materials: C(C1=CC=CC=C1)N1CC(C(C1)CCO)CN1CCC(CC1)C1=CC=C(C=C1)F (1-benzyl-3-(RS)-(4-(4-fluorophenyl)piperidinylmethyl)-4-(SR)-hydroxyethylpyrrolidine), C(=O)[O-].[NH4+] (ammonium formate). Reagents/catalysts: [OH-].[OH-].[Pd+2] (Pearlman's catalyst). The solvent is CO (MeOH). Run at temperature 70 celsius, time 1 hour. Yields the product FC1=CC=C(C=C1)C1CCN(CC1)CC1CNCC1CCO (3-(RS)-(4-(4-Fluorophenyl)piperidinylmethyl)-4-(SR)-hydroxyethylpyrrolidine). The yield is 99.3%. As a reaction SMILES: C([N:8]1[CH2:12][CH:11]([CH2:13][CH2:14][OH:15])[CH:10]([CH2:16][N:17]2[CH2:22][CH2:21][CH:20]([C:23]3[CH:28]=[CH:27][C:26]([F:29])=[CH:25][CH:24]=3)[CH2:19][CH2:18]2)[CH2:9]1)C1C=CC=CC=1.C([O-])=O.[NH4+]>[OH-].[OH-].[Pd+2].CO>[F:29][C:26]1[CH:25]=[CH:24][C:23]([CH:20]2[CH2:21][CH2:22][N:17]([CH2:16][CH:10]3[CH:11]([CH2:13][CH2:14][OH:15])[CH2:12][NH:8][CH2:9]3)[CH2:18][CH2:19]2)=[CH:28][CH:27]=1 |f:1.2,3.4.5|. Procedure: A mixture of 0.89 g (2.3 mmol) of 1-benzyl-3-(RS)-(4-(4-fluorophenyl)piperidinylmethyl)-4-(SR)-hydroxyethylpyrrolidine, 2.9 g (17.7 mmol) of ammonium formate and 0.39 g of Pearlman's catalyst [Pd(OH)2/C] in 30 mL of MeOH was stirred at 70° C. for 1 h. The reaction mixture was filtered through a thin pad of Celite and the filtrate was concentrated to give 0.7 g of the title compound.